From a dataset of the Open Reaction Database (ORD), a public repository of structured organic reaction records. describe an organic reaction: reactants, conditions, products, and yield Reactants: C(C1=CC=CC=C1)=O (benzaldehyde), CNCCNC (sym-dimethylethylenediamine). The solvent is C1=CC=CC=C1 (benzene), C1=CC=CC=C1 (benzene). Yields the product CN1C(N(CC1)C)C1=CC=CC=C1 (1,3-Dimethyl-2-phenylimidazolidine). As a reaction SMILES: [CH:1](=O)[C:2]1[CH:7]=[CH:6][CH:5]=[CH:4][CH:3]=1.[CH3:9][NH:10][CH2:11][CH2:12][NH:13][CH3:14]>C1C=CC=CC=1>[CH3:9][N:10]1[CH2:11][CH2:12][N:13]([CH3:14])[CH:1]1[C:2]1[CH:7]=[CH:6][CH:5]=[CH:4][CH:3]=1. Procedure: Using the method of Birch and Dastur, Austral. J. Chem., 26, 1364 (1973), a solution of 5.5 g of benzaldehyde in 25 ml of benzene was added dropwise to a stirred solution of sym-dimethylethylenediamine in 15 ml of benzene, and heated at 60° for 2 hrs. Evaporation and distillation at 55° (0.35 mm) afforded 6.4 g, identified by nmr. Reactants: COC(=O)c1ccc(CBr)cc1, CCCCCC, Cc1ccc(NC(=O)C(F)(F)F)c([N+](=O)[O-])c1, [H-], [Na+], CN(C)C=O. Yields the product COC(=O)c1ccc(CN(C(=O)C(F)(F)F)c2ccc(C)cc2[N+](=O)[O-])cc1. As a reaction SMILES: [CH3:20][O:21][C:22]([c:23]1[cH:24][cH:25][c:26]([CH2:29][Br:30])[cH:27][cH:28]1)=[O:31].[CH3:32][CH2:33][CH2:34][CH2:35][CH2:36][CH3:37].[F:3][C:4]([C:5](=[O:6])[NH:7][c:8]1[c:9]([N+:15](=[O:16])[O-:17])[cH:10][c:11]([CH3:14])[cH:12][cH:13]1)([F:18])[F:19].[H-:2].[Na+:1].[O:38]=[CH:39][N:40]([CH3:41])[CH3:42]>>[F:3][C:4]([C:5](=[O:6])[N:7]([c:8]1[c:9]([N+:15](=[O:16])[O-:17])[cH:10][c:11]([CH3:14])[cH:12][cH:13]1)[CH2:29][c:26]1[cH:25][cH:24][c:23]([C:22]([O:21][CH3:20])=[O:31])[cH:28][cH:27]1)([F:18])[F:19]. The reactants are C(C1=CC=CC=C1)#N (benzonitrile), dichlorobis(trimethylphosphine)nickel, CN(CCN(C)C)C (N,N,N′,N′ tetramethylethylenediamine), CCCCCCCCCCCCC (tridecane), C1(=CC=CC=C1)C#C (phenylacetylene), C(CCC)[Li] (n-butyllithium), C(C1=CC=CC=C1)#N (benzonitrile). The reagents and catalysts are [Zn+2].[Br-].[Br-] (ZnBr2). The solvent is C1CCOC1 (THF), C1CCOC1 (THF), C1CCOC1 (THF). Conditions: time 67 hour. Yields the product C1(=CC=CC=C1)C#CC1=CC=CC=C1 (diphenylacetylene). Isolated yield 70.0%. RXN SMILES: [C:1]1([C:7]#[CH:8])[CH:6]=[CH:5][CH:4]=[CH:3][CH:2]=1.C([Li])CCC.C(#N)[C:15]1[CH:20]=[CH:19][CH:18]=[CH:17][CH:16]=1.CN(C)CCN(C)C.CCCCCCCCCCCCC>C1COCC1.[Zn+2].[Br-].[Br-]>[C:1]1([C:7]#[C:8][C:15]2[CH:20]=[CH:19][CH:18]=[CH:17][CH:16]=2)[CH:6]=[CH:5][CH:4]=[CH:3][CH:2]=1 |f:6.7.8|. Procedure: A solution of phenylacetylene (0.439 ml; 0.409 g; 4.00 mmol) in THF (2 ml) was treated at 0° C. with n-butyllithium (1.6 ml; 4.0 mmol; 2.5 M in hexanes) and the resulting solution was allowed to warm to room temperature for 10 min. The solution was cooled to 0° C., then treated with a solution of ZnBr2 (0.901 g; 4.00 mmol) in THF (2 ml) and allowed to warm to room temperature for 30 min. Solvent was removed in vacuo, then THF (2 ml) was added. This solution was then added to a room temperature s... Reactants: C(C#C)(=O)OCC (ethyl propiolate), C[Si](C)(C)[N-][Si](C)(C)C.[Li+] (lithium bistrimethylsilylamide), CC1=CC(=C(C=O)C=C1)[N+](=O)[O-] (4-methyl-2-nitrobenzaldehyde), C(O)([O-])=O.[Na+] (sodium hydrogen carbonate), C(C)(=O)O (acetic acid). The solvent is O1CCCC1 (tetrahydrofuran), O1CCCC1 (tetrahydrofuran), O1CCCC1 (tetrahydrofuran), O1CCCC1 (tetrahydrofuran), O (water). Reaction conditions: time 20 minute. The product is OC(C#CC(=O)OCC)C1=C(C=C(C=C1)C)[N+](=O)[O-] (ethyl 4-hydroxy-4-(4-methyl-2-nitrophenyl)-2-butynoate). Isolated yield 102.6%. RXN SMILES: [C:1]([O:5][CH2:6][CH3:7])(=[O:4])[C:2]#[CH:3].C[Si]([N-][Si](C)(C)C)(C)C.[Li+].[CH3:18][C:19]1[CH:26]=[CH:25][C:22]([CH:23]=[O:24])=[C:21]([N+:27]([O-:29])=[O:28])[CH:20]=1.C(=O)([O-])O.[Na+].C(O)(=O)C>O1CCCC1.O>[OH:24][CH:23]([C:22]1[CH:25]=[CH:26][C:19]([CH3:18])=[CH:20][C:21]=1[N+:27]([O-:29])=[O:28])[C:3]#[C:2][C:1]([O:5][CH2:6][CH3:7])=[O:4] |f:1.2,4.5|. Procedure details: (a-1) To a solution of ethyl propiolate (6.6 ml, 65 mmole) in tetrahydrofuran (70 ml) was added at -65° C. under the argon atmosphere a solution of 1.0M lithium bistrimethylsilylamide in tetrahydrofuran (65 ml, 65 mmole), and the mixture was stirred for 20 minutes. A solution of 4-methyl-2-nitrobenzaldehyde (8.3 g, 50 mmole) in tetrahydrofuran (30 ml) was added, and the reaction mixture was further stirred at 65° C. for 3 hours. To the reaction mixture was added a saturated aqueous sodium hydrog... Reactants: CC(=O)O[BH-](OC(C)=O)OC(C)=O, CC(C)(C)c1nn(CC(=O)Nc2sc3c(c2C(N)=O)CCCC3)cc1C=O, CCN, CC(=O)O, [Na+], CN(C)C=O, O. The product is CCNCc1cn(CC(=O)Nc2sc3c(c2C(N)=O)CCCC3)nc1C(C)(C)C. Reaction SMILES: [C:35]([O:36][BH-:37]([O:38][C:39](=[O:40])[CH3:41])[O:42][C:43](=[O:44])[CH3:45])(=[O:46])[CH3:47].[C:4]([CH3:5])([CH3:6])([CH3:7])[c:8]1[n:9][n:10]([CH2:15][C:16](=[O:17])[NH:18][c:19]2[c:20]([C:28](=[O:29])[NH2:30])[c:21]3[c:22]([s:23]2)[CH2:24][CH2:25][CH2:26][CH2:27]3)[cH:11][c:12]1[CH:13]=[O:14].[CH3:1][CH2:2][NH2:3].[CH3:31][C:32](=[O:33])[OH:34].[Na+:48].[O:49]=[CH:50][N:51]([CH3:52])[CH3:53].[OH2:54]>>[CH3:1][CH2:2][NH:3][CH2:13][c:12]1[c:8]([C:4]([CH3:5])([CH3:6])[CH3:7])[n:9][n:10]([CH2:15][C:16](=[O:17])[NH:18][c:19]2[c:20]([C:28](=[O:29])[NH2:30])[c:21]3[c:22]([s:23]2)[CH2:24][CH2:25][CH2:26][CH2:27]3)[cH:11]1.